Task: describe an organic reaction: reactants, conditions, products, and yield. Dataset: the Open Reaction Database (ORD), a public repository of structured organic reaction records Reactants: ClCCl (dichloromethane), O1C(=CC=C1)C(=O)O (furan-2-carboxylic acid), Cl.C(C)N=C=NCCCN(C)C (1-ethyl-3-(3-dimethylaminopropyl)carbodiimide hydrochloride salt), N,N-dimethylaminopyridine, OC(C(C)=O)C (acetoin). The solvent is O (water). Yields the product O=C(C(C)C1=C(OC=C1)C(=O)O)C (3-oxobutan-2-yl furan-2-carboxylic acid). Isolated yield 99.9%. RXN SMILES: ClCCl.[O:4]1[CH:8]=[CH:7][CH:6]=[C:5]1[C:9]([OH:11])=[O:10].Cl.C(N=C=NCCCN(C)C)C.[OH:24][CH:25]([CH3:29])[C:26](=O)[CH3:27]>O>[O:24]=[C:25]([CH3:29])[CH:26]([C:6]1[CH:7]=[CH:8][O:4][C:5]=1[C:9]([OH:11])=[O:10])[CH3:27] |f:2.3|. Procedure: The dichloromethane (150 mL) solution of furan-2-carboxylic acid (11.2 g, 100 mmol), 1-ethyl-3-(3-dimethylaminopropyl)carbodiimide hydrochloride salt (28.8 g, 150 mmol), N,N-dimethylaminopyridine (1.2 g, 10 mmol), and acetoin (9.69 g, 110 mmol) was stirred at room temperature for 5 hrs. The reaction mixture was added water and extracted with chloroform. The organic layer was combined, washed with water and brine, dried over anhydrous sodium sulfate, and concentrated in vacuo. The resulting resid... Starting materials: NC1=CC(=C(C=C1Cl)C(CC(C1=CC=NC=C1)O)=O)OC (1-(4-Amino-5-chloro-2-methoxyphenyl)-3-hydroxy-3-(pyridin-4-yl)-propan-1-one), [OH-].[NH4+] (ammonium hydroxide). The solvent is S(O)(O)(=O)=O (sulfuric acid). Conditions: time 15 minute. Product: NC1=CC(=C(C=C1Cl)C(C=CC1=CC=NC=C1)=O)OC (1-(4-amino-5-chloro-2-methoxyphenyl)-3-(pyridin-4-yl)-2-propen-1-one). Isolated yield 92.9%. As a reaction SMILES: [NH2:1][C:2]1[C:7]([Cl:8])=[CH:6][C:5]([C:9](=[O:19])[CH2:10][CH:11](O)[C:12]2[CH:17]=[CH:16][N:15]=[CH:14][CH:13]=2)=[C:4]([O:20][CH3:21])[CH:3]=1.[OH-].[NH4+]>S(=O)(=O)(O)O>[NH2:1][C:2]1[C:7]([Cl:8])=[CH:6][C:5]([C:9](=[O:19])[CH:10]=[CH:11][C:12]2[CH:13]=[CH:14][N:15]=[CH:16][CH:17]=2)=[C:4]([O:20][CH3:21])[CH:3]=1 |f:1.2|. Procedure details: 1-(4-Amino-5-chloro-2-methoxyphenyl)-3-hydroxy-3-(pyridin-4-yl)-propan-1-one (8.6 g, 28 mmol), prepared as in Example 6, Step (a), was dissolved in concentrated sulfuric acid (40 mL) and the solution was stirred at room temperature for 15 minutes. The solution was poured onto ice, basified with ammonium hydroxide, and then filtered to collect a yellow solid. Drying gave 1-(4-amino-5-chloro-2-methoxyphenyl)-3-(pyridin-4-yl)-2-propen-1-one (7.6 g, 26 mmol), 209°-211° C. Reactants: Cn1cc(B2OC(C)(C)C(C)(C)O2)cn1, CN(C1CCOC1)S(=O)(=O)Nc1ccc2ccc3ncc(Cl)cc3c(=O)c2c1, [F-], [K+], CN(C)C=O, O=C(C=Cc1ccccc1)C=Cc1ccccc1, O=C(C=Cc1ccccc1)C=Cc1ccccc1, O=C(C=Cc1ccccc1)C=Cc1ccccc1, [Pd], [Pd]. Product: CN(C1CCOC1)S(=O)(=O)Nc1ccc2ccc3ncc(-c4cnn(C)c4)cc3c(=O)c2c1. As a reaction SMILES: [CH3:29][n:30]1[n:31][cH:32][c:33]([B:35]2[O:36][C:37]([CH3:38])([CH3:39])[C:40]([CH3:41])([CH3:42])[O:43]2)[cH:34]1.[Cl:1][c:2]1[cH:3][c:4]2[c:5]([n:6][cH:7]1)[cH:8][cH:9][c:10]1[c:11]([c:12]2=[O:13])[cH:14][c:15]([NH:18][S:19](=[O:20])(=[O:21])[N:22]([CH:23]2[CH2:24][O:25][CH2:26][CH2:27]2)[CH3:28])[cH:16][cH:17]1.[F-:44].[K+:45].[O:102]=[CH:103][N:104]([CH3:105])[CH3:106].[O:48]=[C:49]([CH:50]=[CH:51][c:52]1[cH:53][cH:54][cH:55][cH:56][cH:57]1)[CH:58]=[CH:59][c:60]1[cH:61][cH:62][cH:63][cH:64][cH:65]1.[O:66]=[C:67]([CH:68]=[CH:69][c:70]1[cH:71][cH:72][cH:73][cH:74][cH:75]1)[CH:76]=[CH:77][c:78]1[cH:79][cH:80][cH:81][cH:82][cH:83]1.[O:84]=[C:85]([CH:86]=[CH:87][c:88]1[cH:89][cH:90][cH:91][cH:92][cH:93]1)[CH:94]=[CH:95][c:96]1[cH:97][cH:98][cH:99][cH:100][cH:101]1.[Pd:46].[Pd:47]>>[c:2]1(-[c:33]2[cH:32][n:31][n:30]([CH3:29])[cH:34]2)[cH:3][c:4]2[c:5]([n:6][cH:7]1)[cH:8][cH:9][c:10]1[c:11]([c:12]2=[O:13])[cH:14][c:15]([NH:18][S:19](=[O:20])(=[O:21])[N:22]([CH:23]2[CH2:24][O:25][CH2:26][CH2:27]2)[CH3:28])[cH:16][cH:17]1. The reactants are C1(=CC=CC=C1)[C@H](C)NC1=NC=CC(=N1)N1C=NC2=C1C=CC(=C2)C#N (2-[(S)-1-Phenylethylamino]-4-[5-cyanobenzimidazol-1-yl ]pyrimidine), C[Sn](C)(C)N=[N+]=[N-] (trimethylstannylazide). Reaction SMILES: [C:1]1([C@@H:7]([NH:9][C:10]2[N:15]=[C:14]([N:16]3[C:20]4[CH:21]=[CH:22][C:23]([C:25]#[N:26])=[CH:24][C:19]=4[N:18]=[CH:17]3)[CH:13]=[CH:12][N:11]=2)[CH3:8])[CH:6]=[CH:5][CH:4]=[CH:3][CH:2]=1.C[Sn]([N:31]=[N+:32]=[N-:33])(C)C>C1(C)C(C)=CC=CC=1>[C:1]1([C@@H:7]([NH:9][C:10]2[N:15]=[C:14]([N:16]3[C:20]4[CH:21]=[CH:22][C:23]([C:25]5[NH:33][N:32]=[N:31][N:26]=5)=[CH:24][C:19]=4[N:18]=[CH:17]3)[CH:13]=[CH:12][N:11]=2)[CH3:8])[CH:2]=[CH:3][CH:4]=[CH:5][CH:6]=1. Product: C1(=CC=CC=C1)[C@H](C)NC1=NC=CC(=N1)N1C=NC2=C1C=CC(=C2)C2=NN=NN2 (2-[(S)-1-Phenylethylamino]-4-[5-(tetrazol-5-yl)benzimidazol-1-yl]pyrimidine). Procedure details: 2-[(S)-1-Phenylethylamino]-4-[5-cyanobenzimidazol-1-yl ]pyrimidine (20 mg) and trimethylstannylazide (18 mg) were heated (110° C.) in xylene for 15 hours. Upon cooling, the solution was evaporated to dryness and the residue was purified with preparatory thin-layer chromatography (SiO2, 5% MeOH/1% triethylamine in CH2Cl2) to yield 6 mg of the title compound Mass spectrum (ESI) 384.1 (M+1). The yield is 26.6%. Solvent: C=1(C(=CC=CC1)C)C (xylene).